Dataset: the Open Reaction Database (ORD), a public repository of structured organic reaction records. Task: describe an organic reaction: reactants, conditions, products, and yield Reactants: COC(C1=CC(=C(C=C1)O)O)=O (3,4-Dihydroxy benzoic acid methyl ester), ICCCCCCC (1-iodoheptane), C([O-])([O-])=O.[K+].[K+] (potassium carbonate). Solvent: CC(CC)=O (2-butanone). Yields the product COC(C1=CC(=C(C=C1)OCCCCCCC)OCCCCCCC)=O (3,4-Bis(heptyloxy)benzoic acid methyl ester). Yield: 198.2%. Reaction SMILES: [CH3:1][O:2][C:3](=[O:12])[C:4]1[CH:9]=[CH:8][C:7]([OH:10])=[C:6]([OH:11])[CH:5]=1.I[CH2:14][CH2:15][CH2:16][CH2:17][CH2:18][CH2:19][CH3:20].C(=O)([O-])[O-].[K+].[K+]>CC(=O)CC>[CH3:1][O:2][C:3](=[O:12])[C:4]1[CH:9]=[CH:8][C:7]([O:10][CH2:14][CH2:15][CH2:16][CH2:17][CH2:18][CH2:19][CH3:20])=[C:6]([O:11][CH2:3][CH2:4][CH2:5][CH2:6][CH2:7][CH2:8][CH3:9])[CH:5]=1 |f:2.3.4|. Procedure details: A mixture of 25 g of product from Example 102, 72.3 g of 1-iodoheptane, 61.65 g of potassium carbonate and 500 ml of 2-butanone is heated at reflux temperature for 44 hours. The cooled reaction mixture is filtered and concentrated in vacuo. The oily residue is purified by chromatography (silica gel: 10% ethyl acetate/hexane) to give 53.7 g of the desired product. The product is C(CC)N1N=CC(=C1)C1=CC=C(CNC(=O)N2CC3=CC=CC=C3C2)C=C1 (N-[4-(1-propyl-1H-pyrazol-4-yl)benzyl]-1,3-dihydro-2H-isoindole-2-carboxamide). RXN SMILES: [NH:1]1[CH:5]=[CH:4][C:3](B(O)O)=[N:2]1.Br[C:10]1[CH:28]=[CH:27][C:13]([CH2:14][NH:15][C:16]([N:18]2[CH2:26][C:25]3[C:20](=[CH:21][CH:22]=[CH:23][CH:24]=3)[CH2:19]2)=[O:17])=[CH:12][CH:11]=1.Br[C:30]1[CH:31]=C2C(=C[CH:38]=1)CN(C(NC1C=CC(C(=O)NCCC)=CC=1)=O)C2>>[CH2:38]([N:1]1[CH:5]=[C:4]([C:10]2[CH:28]=[CH:27][C:13]([CH2:14][NH:15][C:16]([N:18]3[CH2:26][C:25]4[C:20](=[CH:21][CH:22]=[CH:23][CH:24]=4)[CH2:19]3)=[O:17])=[CH:12][CH:11]=2)[CH:3]=[N:2]1)[CH2:30][CH3:31]. The reactants are N1N=C(C=C1)B(O)O (1H-pyrazol-3-ylboronic acid), BrC1=CC=C(CNC(=O)N2CC3=CC=CC=C3C2)C=C1 (N-(4-bromobenzyl)isoindoline-2-carboxamide), BrC=1C=C2CN(CC2=CC1)C(=O)NC1=CC=C(C=C1)C(NCCC)=O (5-bromo-N-(4-(propylcarbamoyl)phenyl)isoindoline-2-carboxamide). Procedure: The title compound was prepared as described in Example 280, substituting 1-propyl-4-(4,4,5,5-tetramethyl-1,3,2-dioxaborolan-2-yl)-1H-pyrazole for 1H-pyrazol-3-ylboronic acid and N-(4-bromobenzyl)isoindoline-2-carboxamide for 5-bromo-N-(4-(propylcarbamoyl)phenyl)isoindoline-2-carboxamide. 1H NMR (300 MHz, DMSO-d6) δ ppm 0.85 (t, J=7.5 Hz, 3H), 1.70-1.92 (m, 2H), 4.06 (t, J=6.9 Hz, 2H), 4.29 (d, J=6.1 Hz, 2H), 4.63 (s, 4H), 6.91 (t, J=5.9 Hz, 1H), 7.18-7.40 (m, 6H), 7.49 (d, J=8.5 Hz, 2H), 7.82 (... Starting materials: C(C)OC(C(C(=O)OCC)CC=C)=O (2-allylmalonic acid diethyl ester), alcohol, C(C)OC(C(C)Br)=O (2-bromopropionic acid ethyl ester). Solvent: COCCOCCOC (diethylene glycol dimethyl ether). Yields the product anhydride, C(C=C)C(C(=O)O)C(C(=O)O)C (2-allyl-3-methylsuccinic acid). Isolated yield 96.0%. Reaction SMILES: C([O:3][C:4](=[O:14])[CH:5]([CH2:11][CH:12]=[CH2:13])C(OCC)=O)C.C([O:17][C:18](=[O:22])[CH:19](Br)[CH3:20])C>COCCOCCOC>[CH2:11]([CH:5]([CH:19]([CH3:20])[C:18]([OH:17])=[O:22])[C:4]([OH:14])=[O:3])[CH:12]=[CH2:13]. Procedure details: 90.5 g (0.5 moles) of 2-allylmalonic acid diethyl ester are reacted in diethylene glycol dimethyl ether with 0.5 moles of alcohol-free sodium ethoxide. 0.5 moles of 2-bromopropionic acid ethyl ester is added dropwise to this solution, with stirring. The mixture is heated for a further 2 hours under reflux and the solvent is then removed. The residue is subsequently subjected to hydrolysis in alcoholic KOH. After drying the organic layer that has separated, it is fractionated. The desired 2-allyl... Reactants: FC=1C=C(C=C(C1)F)CC(=O)O (3,5-difluorophenylacetic acid), solid, Cl.N[C@@H](C)C(=O)C1(C(N(C2=C(N(C1=O)CC(C)(C)C)C=CC=C2)CC(C)(C)C)=O)N (3-(L-Alaninyl)-amino-2,4-dioxo-1,5-bis-(2,2-dimethylpropyl)-2,3,4,5-tetrahydro-1H-1,5-benzodiazepine Hydrochloride). Yields the product FC=1C=C(C=C(C1)F)CC(=O)N[C@@H](C)C(=O)C1(C(N(C2=C(N(C1=O)CC(C)(C)C)C=CC=C2)CC(C)(C)C)=O)N (3-[N′-(3,5-Difluorophenylacetyl)-L-alaninyl]-amino-2,4-dioxo-1,5-bis-(2,2-dimethylpropyl)-2,3,4,5-tetrahydro-1H-1,5-benzodiazepine). As a reaction SMILES: [F:1][C:2]1[CH:3]=[C:4]([CH2:9][C:10]([OH:12])=O)[CH:5]=[C:6]([F:8])[CH:7]=1.Cl.[NH2:14][C@H:15]([C:17]([C:19]1([NH2:42])[C:25](=[O:26])[N:24]([CH2:27][C:28]([CH3:31])([CH3:30])[CH3:29])[C:23]2[CH:32]=[CH:33][CH:34]=[CH:35][C:22]=2[N:21]([CH2:36][C:37]([CH3:40])([CH3:39])[CH3:38])[C:20]1=[O:41])=[O:18])[CH3:16]>>[F:8][C:6]1[CH:5]=[C:4]([CH2:9][C:10]([NH:14][C@H:15]([C:17]([C:19]2([NH2:42])[C:25](=[O:26])[N:24]([CH2:27][C:28]([CH3:31])([CH3:29])[CH3:30])[C:23]3[CH:32]=[CH:33][CH:34]=[CH:35][C:22]=3[N:21]([CH2:36][C:37]([CH3:40])([CH3:39])[CH3:38])[C:20]2=[O:41])=[O:18])[CH3:16])=[O:12])[CH:3]=[C:2]([F:1])[CH:7]=1 |f:1.2|. Procedure: Following General Procedure I above using 3,5-difluorophenylacetic acid (Lancaster) and 3-(L-alaninyl)-amino-2,4-dioxo-1,5-bis-(2,2-dimethylpropyl)-2,3,4,5-tetrahydro-1H-1,5-benzodiazepine hydrochloride (Example 8-V), the title compound was prepared as a white solid (melting point=194-195° C.). Purification was by flash chromatography eluting with CH2Cl2/EtOAc (2:1 gradient to 3:2). Rf=0.46 (CH2Cl2/EtOAc, 2:1).